Dataset: the Open Reaction Database (ORD), a public repository of structured organic reaction records. Task: describe an organic reaction: reactants, conditions, products, and yield The solvent is C(Cl)Cl (methylene chloride), O (water), CCCCCC (Hexane). RXN SMILES: [F:1][C:2]1[CH:8]=[CH:7][CH:6]=[CH:5][C:3]=1[NH2:4].C(=O)(O)[O-].[Na+].[I:14]I.S([O-])(O)=O>O.CCCCCC.C(Cl)Cl>[F:1][C:2]1[CH:8]=[C:7]([I:14])[CH:6]=[CH:5][C:3]=1[NH2:4] |f:1.2|. Reaction conditions: temperature 60 celsius, time 3 hour. Procedure details: 2-Fluoroaniline (54 g, 486 mmol) was added to a vigorously stirred solution of sodium bicarbonate (41 g, 486 mmol) in water (250 mL). The suspension was warmed to 60° C. on an oil bath and iodine (123 g, 486 mmol) was added portion-wise. After complete addition, the dark mixture was stirred for an additional 3 h at 60° C. After cooling to rt, methylene chloride (300 mL) was added followed by saturated hydrogensulfite solution (300 mL). The biphasic system was vigorously stirred for an additional... The yield is 56.0%. The product is FC1=C(C=CC(=C1)I)N (2-FLUORO-4-IODO-PHENYLAMINE). The reactants are II (iodine), S(=O)(O)[O-] (hydrogensulfite), FC1=C(N)C=CC=C1 (2-Fluoroaniline), C([O-])(O)=O.[Na+] (sodium bicarbonate). Reactants: Cc1ccc2c(O)c(C(=O)O)cnc2n1, Cc1ccc2c(S)c(C(=O)O)cnc2n1, NCCCCN1CCN(C(c2ccccc2)c2ccccc2)CC1, NCCCCN1CCC(=C(c2ccccc2)c2ccccc2)CC1. Yields the product Cc1ccc2c(S)c(C(=O)NCCCCN3CCN(C(c4ccccc4)c4ccccc4)CC3)cnc2n1. As a reaction SMILES: [OH:40][c:41]1[c:42]2[c:43]([n:44][c:45]([CH3:46])[cH:47][cH:48]2)[n:49][cH:50][c:51]1[C:52]([OH:53])=[O:54].[SH:1][c:2]1[c:3]([C:13](=[O:14])[OH:15])[cH:4][n:5][c:6]2[n:7][c:8]([CH3:12])[cH:9][cH:10][c:11]12.[c:16]1([CH:22]([N:23]2[CH2:24][CH2:25][N:26]([CH2:29][CH2:30][CH2:31][CH2:32][NH2:33])[CH2:27][CH2:28]2)[c:34]2[cH:35][cH:36][cH:37][cH:38][cH:39]2)[cH:17][cH:18][cH:19][cH:20][cH:21]1.[c:55]1([C:56]([c:57]2[cH:58][cH:59][cH:60][cH:61][cH:62]2)=[C:63]2[CH2:64][CH2:65][N:66]([CH2:67][CH2:68][CH2:69][CH2:70][NH2:71])[CH2:72][CH2:73]2)[cH:74][cH:75][cH:76][cH:77][cH:78]1>>[SH:1][c:2]1[c:3]([C:13](=[O:15])[NH:33][CH2:32][CH2:31][CH2:30][CH2:29][N:26]2[CH2:25][CH2:24][N:23]([CH:22]([c:16]3[cH:17][cH:18][cH:19][cH:20][cH:21]3)[c:34]3[cH:35][cH:36][cH:37][cH:38][cH:39]3)[CH2:28][CH2:27]2)[cH:4][n:5][c:6]2[n:7][c:8]([CH3:12])[cH:9][cH:10][c:11]12. The reactants are [Si](C)(C)(C(C)(C)C)O[C@@H]([C@@H](OC1=CC=C(C=C1)B(O)O)C)CCC=1C=NC=CC1 ((1S,2R)-4-[2-(tert-butyldimethylsilanyloxy)-1-methyl-4-pyridin-3-ylbutoxy]benzeneboronic acid), BrC=1C=C(C=CC1)CC(=O)NC (2-(3-bromophenyl)-N-methyl -acetamide), C([O-])([O-])=O.[Na+].[Na+] (sodium carbonate). The reagents and catalysts are C=1C=CC(=CC1)[P](C=2C=CC=CC2)(C=3C=CC=CC3)[Pd]([P](C=4C=CC=CC4)(C=5C=CC=CC5)C=6C=CC=CC6)([P](C=7C=CC=CC7)(C=8C=CC=CC8)C=9C=CC=CC9)[P](C=1C=CC=CC1)(C=1C=CC=CC1)C=1C=CC=CC1 (tetrakis(triphenylphosphine)palladium). Solvent: C1(=CC=CC=C1)C (toluene), C(C)O (ethanol). Conditions: time 18 hour. Yields the product O[C@@H]([C@@H](OC1=CC=C(C=C1)C1=CC(=CC=C1)CC(=O)NC)C)CCC=1C=NC=CC1 ((1S, 2R)-2-[4′(2-Hydroxy-1-methyl-4-pyridin-3-ylbutoxy)biphenyl-3-yl]-N-methylacetamide). Yield: 77.0%. Reaction SMILES: [Si]([O:8][C@H:9]([CH2:22][CH2:23][C:24]1[CH:25]=[N:26][CH:27]=[CH:28][CH:29]=1)[C@H:10]([CH3:21])[O:11][C:12]1[CH:17]=[CH:16][C:15](B(O)O)=[CH:14][CH:13]=1)(C(C)(C)C)(C)C.Br[C:31]1[CH:32]=[C:33]([CH2:37][C:38]([NH:40][CH3:41])=[O:39])[CH:34]=[CH:35][CH:36]=1.C(=O)([O-])[O-].[Na+].[Na+]>C1(C)C=CC=CC=1.C(O)C.C1C=CC([P]([Pd]([P](C2C=CC=CC=2)(C2C=CC=CC=2)C2C=CC=CC=2)([P](C2C=CC=CC=2)(C2C=CC=CC=2)C2C=CC=CC=2)[P](C2C=CC=CC=2)(C2C=CC=CC=2)C2C=CC=CC=2)(C2C=CC=CC=2)C2C=CC=CC=2)=CC=1>[OH:8][C@H:9]([CH2:22][CH2:23][C:24]1[CH:25]=[N:26][CH:27]=[CH:28][CH:29]=1)[C@H:10]([CH3:21])[O:11][C:12]1[CH:13]=[CH:14][C:15]([C:35]2[CH:36]=[CH:31][CH:32]=[C:33]([CH2:37][C:38]([NH:40][CH3:41])=[O:39])[CH:34]=2)=[CH:16][CH:17]=1 |f:2.3.4,^1:61,63,82,101|. Reported procedure: A solution of (1S,2R)-4-[2-(tert-butyldimethylsilanyloxy)-1-methyl-4-pyridin-3-ylbutoxy]benzeneboronic acid (0.20 g, Example 11), 2-(3-bromophenyl)-N-methyl -acetamide (0.21 g, Example 12a)), 2M aqueous sodium carbonate (0.57 ml) and tetrakis(triphenylphosphine)palladium (0) (0.1 g) in toluene (5 ml) and ethanol (2 ml) was heated at 100° C. for 4 hours. After cooling, the solution was concentrated under reduced pressure. Concentrated hydrochloric acid (1 ml) was added to a solution of the residu... The reagents and catalysts are [C].[Pd] (palladium-carbon). Run in C(C)O (ethanol). The reactants are C1C(CC2=CC=CC=C12)C(=O)NC1=NNC(=C1)C1=CC=C(C=C1)C=C (3-(2-Indanyl)carbonylamino-5-(4-vinylphenyl)pyrazole). Reaction conditions: time 8 hour. Yield: 98.6%. The product is C(C)C1=CC=C(C=C1)C1=CC(=NN1)NC(=O)C1CC2=CC=CC=C2C1 (5-(4-ethylphenyl)-3-(2-indanyl)carbonylaminopyrazole). Reaction SMILES: [CH2:1]1[C:9]2[C:4](=[CH:5][CH:6]=[CH:7][CH:8]=2)[CH2:3][CH:2]1[C:10]([NH:12][C:13]1[CH:17]=[C:16]([C:18]2[CH:23]=[CH:22][C:21]([CH:24]=[CH2:25])=[CH:20][CH:19]=2)[NH:15][N:14]=1)=[O:11]>C(O)C.[C].[Pd]>[CH2:24]([C:21]1[CH:20]=[CH:19][C:18]([C:16]2[NH:15][N:14]=[C:13]([NH:12][C:10]([CH:2]3[CH2:3][C:4]4[C:9](=[CH:8][CH:7]=[CH:6][CH:5]=4)[CH2:1]3)=[O:11])[CH:17]=2)=[CH:23][CH:22]=1)[CH3:25] |f:2.3|. Procedure details: 3-(2-Indanyl)carbonylamino-5-(4-vinylphenyl)pyrazole (25.0 mg) was dissolved in ethanol (5.0 ml) to which was subsequently added 10% palladium-carbon (22 mg), and then the mixture was stirred under hydrogen atmosphere of 1 atmospheric pressure overnight. The catalyst was filtered off and then, the filtrate was concentrated under a reduced pressure to obtain the title compound (24.8 mg) as colorless crystals (melting point: 196-198° C.). The reactants are OC(C(=O)OCC1=CC=C(C=C1)OC)C (4-methoxybenzyl 2-hydroxypropionate), C(=O)(OCC1=CC=CC=C1)N[C@@H](C(C)C)C(=O)O (N-CBZ-L -valine), C1CCC(CC1)N=C=NC2CCCCC2 (DCC). The reagents and catalysts are CN(C)C=1C=CN=CC1 (DMAP). The solvent is ClCCl (dichloromethane). Reaction conditions: time 8 hour. The product is C(=O)(OCC1=CC=CC=C1)N[C@@H](C(C)C)C(=O)OC(C(=O)OCC1=CC=C(C=C1)OC)C (4-methoxybenzyl 2-(N-CBZ-L-valyloxy)propionate). RXN SMILES: [OH:1][CH:2]([CH3:15])[C:3]([O:5][CH2:6][C:7]1[CH:12]=[CH:11][C:10]([O:13][CH3:14])=[CH:9][CH:8]=1)=[O:4].[C:16]([NH:26][C@H:27]([C:31](O)=[O:32])[CH:28]([CH3:30])[CH3:29])([O:18][CH2:19][C:20]1[CH:25]=[CH:24][CH:23]=[CH:22][CH:21]=1)=[O:17].C1CCC(N=C=NC2CCCCC2)CC1>CN(C1C=CN=CC=1)C.ClCCl>[C:16]([NH:26][C@H:27]([C:31]([O:1][CH:2]([CH3:15])[C:3]([O:5][CH2:6][C:7]1[CH:8]=[CH:9][C:10]([O:13][CH3:14])=[CH:11][CH:12]=1)=[O:4])=[O:32])[CH:28]([CH3:30])[CH3:29])([O:18][CH2:19][C:20]1[CH:25]=[CH:24][CH:23]=[CH:22][CH:21]=1)=[O:17]. Procedure details: To a solution of 4-methoxybenzyl 2-hydroxypropionate (4.2 g, 20 mmole), N-CBZ-L -valine (5.02 g, 20 mmole) and DMAP (0.24 g, 2 mmole) in 100 ml dichloromethane was added a solution of DCC (4.54 g, 22 mmole) and the mixture was stirred overnight at room temperature. The mixture was cooled to 5° C. and the urethane was filtered. The filtrate was evaporated and the product was isolated by silica gel column chromatography. Yield: 7.9 g